describe an organic reaction: reactants, conditions, products, and yield From a dataset of the Open Reaction Database (ORD), a public repository of structured organic reaction records. Reactants: C(C)(=O)OCC=1N=CSC1\C=C/SC=1[C@@H]([C@H]2N(C1C(=O)[O-])C([C@@H]2[C@@H](C)O)=O)C.[Na+] (Sodium (1R,5S,6S)-2-[[(Z)-2-(4-acetoxymethylthiazol-5-yl)ethen-1-yl]thio]-6-((1R)-1-hydroxyethyl)-1-methyl-1-carbapen-2-em-3-carboxylate), C1(CCCCC1)OC(=O)OC(C)I (1-(cyclohexyloxycarbonyloxy)ethyl iodide). Yields the product C(C)(=O)OCC=1N=CSC1\C=C/SC=1[C@@H]([C@H]2N(C1C(=O)OC(C)OC(=O)OC1CCCCC1)C([C@@H]2[C@@H](C)O)=O)C (1-(Cyclohexyloxycarbonyloxy)ethyl (1R,5S,6S)-2-[[(Z)-2-(4-acetoxymethylthiazol-5-yl)ethen-1-yl]thio]-6-((1R)-1-hydroxyethyl)-1-methyl-1-carbapen-2-em-3-carboxylate). The yield is 91.8%. Reaction SMILES: [C:1]([O:4][CH2:5][C:6]1[N:7]=[CH:8][S:9][C:10]=1/[CH:11]=[CH:12]\[S:13][C:14]1[C@H:15]([CH3:28])[C@@H:16]2[C@@H:23]([C@H:24]([OH:26])[CH3:25])[C:22](=[O:27])[N:17]2[C:18]=1[C:19]([O-:21])=[O:20])(=[O:3])[CH3:2].[Na+].[CH:30]1([O:36][C:37]([O:39][CH:40](I)[CH3:41])=[O:38])[CH2:35][CH2:34][CH2:33][CH2:32][CH2:31]1>>[C:1]([O:4][CH2:5][C:6]1[N:7]=[CH:8][S:9][C:10]=1/[CH:11]=[CH:12]\[S:13][C:14]1[C@H:15]([CH3:28])[C@@H:16]2[C@@H:23]([C@H:24]([OH:26])[CH3:25])[C:22](=[O:27])[N:17]2[C:18]=1[C:19]([O:21][CH:40]([O:39][C:37]([O:36][CH:30]1[CH2:35][CH2:34][CH2:33][CH2:32][CH2:31]1)=[O:38])[CH3:41])=[O:20])(=[O:3])[CH3:2] |f:0.1|. Reported procedure: In the same manner as in Example 81, 159 mg of the title compound was prepared from 130 mg of sodium (1R,5S,6S)-2-[[(Z)-2-(4-acetoxymethylthiazol-5-yl)ethen-1-yl]thio]-6-((1R)-1-hydroxyethyl)-1-methyl-1-carbapen-2-em-3-carboxylate prepared in Example 79 and 104 mg of 1-(cyclohexyloxycarbonyloxy)ethyl iodide. Reactants: CC=1N=C(SC1C1=CC=C(C=C1)[N+](=O)[O-])N (4-Methyl-5-(4-nitro-phenyl)-thiazol-2-ylamine), N(=O)OCCC(C)C (Isoamyl nitrite), Cl (hydrochloric acid). The reagents and catalysts are [Cu](Cl)Cl (copper (II) chloride). Run in CC#N (methylcyanide). Run at time 1 hour. Product: ClC=1SC(=C(N1)C)C1=CC=C(C=C1)[N+](=O)[O-] (2-Chloro-4-methyl-5-(4-nitro-phenyl)-thiazole). Reaction SMILES: N(OCCC(C)C)=O.[CH3:9][C:10]1[N:11]=[C:12](N)[S:13][C:14]=1[C:15]1[CH:20]=[CH:19][C:18]([N+:21]([O-:23])=[O:22])=[CH:17][CH:16]=1.[ClH:25]>CC#N.[Cu](Cl)Cl>[Cl:25][C:12]1[S:13][C:14]([C:15]2[CH:20]=[CH:19][C:18]([N+:21]([O-:23])=[O:22])=[CH:17][CH:16]=2)=[C:10]([CH3:9])[N:11]=1. Procedure: Isoamyl nitrite (3.5 ml, 25 mmol) is added to a stirred suspension/solution of anhydrous copper (II) chloride (2.75 g, 20 mmol) in dry methylcyanide (50 ml). 4-Methyl-5-(4-nitro-phenyl)-thiazol-2-ylamine (25a) (4.0 g, 17 mmol) is then added over 30 minutes. The resulting slurry is stirred at room temperature for 1 hour then heated at 70° C. for 30 minutes. After cooling to room temperature the black solution is poured into 4M hydrochloric acid (200 ml). The product is extracted with ethyl acetat... The reactants are CS(=O)(=O)Cl, CCN(C(C)C)C(C)C, ClCCl, COC(=O)c1ccc(-c2noc(-c3ccc(-c4ccccc4C)c(CO)c3)n2)cc1F, O. The product is COC(=O)c1ccc(-c2noc(-c3ccc(-c4ccccc4C)c(COS(C)(=O)=O)c3)n2)cc1F. Reaction SMILES: [CH3:41][S:42]([Cl:43])(=[O:44])=[O:45].[CH:32]([N:33]([CH2:34][CH3:35])[CH:36]([CH3:37])[CH3:38])([CH3:39])[CH3:40].[Cl:47][CH2:48][Cl:49].[F:1][c:2]1[c:3]([C:4](=[O:5])[O:6][CH3:7])[cH:8][cH:9][c:10](-[c:12]2[n:13][o:14][c:15](-[c:17]3[cH:18][c:19]([CH2:30][OH:31])[c:20](-[c:23]4[c:24]([CH3:29])[cH:25][cH:26][cH:27][cH:28]4)[cH:21][cH:22]3)[n:16]2)[cH:11]1.[OH2:46]>>[F:1][c:2]1[c:3]([C:4](=[O:5])[O:6][CH3:7])[cH:8][cH:9][c:10](-[c:12]2[n:13][o:14][c:15](-[c:17]3[cH:18][c:19]([CH2:30][O:31][S:42]([CH3:41])(=[O:44])=[O:45])[c:20](-[c:23]4[c:24]([CH3:29])[cH:25][cH:26][cH:27][cH:28]4)[cH:21][cH:22]3)[n:16]2)[cH:11]1. The reactants are CN(C)C=O, ClCc1ccccc1, [H-], Oc1cccc(I)c1, [Na+], O. Product: Ic1cccc(OCc2ccccc2)c1. Reaction SMILES: [CH3:19][N:20]([CH3:21])[CH:22]=[O:23].[Cl:11][CH2:12][c:13]1[cH:14][cH:15][cH:16][cH:17][cH:18]1.[H-:1].[I:3][c:4]1[cH:5][c:6]([OH:10])[cH:7][cH:8][cH:9]1.[Na+:2].[OH2:24]>>[I:3][c:4]1[cH:5][c:6]([O:10][CH2:12][c:13]2[cH:14][cH:15][cH:16][cH:17][cH:18]2)[cH:7][cH:8][cH:9]1. Reactants: CO, COC(=O)c1cc(Oc2ccc(C(=O)N3CCC3)cc2)c2c(c1)OC(C)(C)C2, [Na+], [OH-]. Yields the product CC1(C)Cc2c(Oc3ccc(C(=O)N4CCC4)cc3)cc(C(=O)O)cc2O1. As a reaction SMILES: [CH3:31][OH:32].[CH3:3][O:4][C:5](=[O:6])[c:7]1[cH:8][c:9]2[c:10]([c:16]([O:18][c:19]3[cH:20][cH:21][c:22]([C:25](=[O:26])[N:27]4[CH2:28][CH2:29][CH2:30]4)[cH:23][cH:24]3)[cH:17]1)[CH2:11][C:12]([CH3:14])([CH3:15])[O:13]2.[Na+:2].[OH-:1]>>[O:4]=[C:5]([OH:6])[c:7]1[cH:8][c:9]2[c:10]([c:16]([O:18][c:19]3[cH:20][cH:21][c:22]([C:25](=[O:26])[N:27]4[CH2:28][CH2:29][CH2:30]4)[cH:23][cH:24]3)[cH:17]1)[CH2:11][C:12]([CH3:14])([CH3:15])[O:13]2. Reactants: CCN(CC)C(=O)c1ccc(I)cc1, C1CNCCN1, C1CCOC1, [Li]CCCC, CC1(C)Cc2cccc(C=O)c2O1, [Cl-], ClCCl, [NH4+], O=S(Cl)Cl. The product is CCN(CC)C(=O)c1ccc(C(c2cccc3c2OC(C)(C)C3)N2CCNCC2)cc1. As a reaction SMILES: [CH2:1]([CH3:2])[N:3]([C:4]([c:5]1[cH:6][cH:7][c:8]([I:11])[cH:9][cH:10]1)=[O:12])[CH2:13][CH3:14].[CH2:39]1[CH2:40][NH:41][CH2:42][CH2:43][NH:44]1.[CH2:45]1[O:46][CH2:47][CH2:48][CH2:49]1.[CH3:15][CH2:16][CH2:17][CH2:18][Li:19].[CH3:20][C:21]1([CH3:32])[O:22][c:23]2[c:24]([cH:26][cH:27][cH:28][c:29]2[CH:30]=[O:31])[CH2:25]1.[Cl-:33].[Cl:50][CH2:51][Cl:52].[NH4+:34].[S:35]([Cl:36])([Cl:37])=[O:38]>>[CH2:1]([CH3:2])[N:3]([C:4]([c:5]1[cH:6][cH:7][c:8]([CH:30]([c:29]2[c:23]3[c:24]([cH:26][cH:27][cH:28]2)[CH2:25][C:21]([CH3:20])([CH3:32])[O:22]3)[N:41]2[CH2:40][CH2:39][NH:44][CH2:43][CH2:42]2)[cH:9][cH:10]1)=[O:12])[CH2:13][CH3:14]. The reactants are [Li]CCCC, C1CCOC1, CI, [Cl-], [NH4+], [Na+], [OH-], O, COc1cnc2c(c1)cc(C)n2S(=O)(=O)c1ccccc1, COc1cnc2c(c1)cc(C)n2S(=O)(=O)c1ccccc1C, COc1cnc2c(ccn2S(=O)(=O)c2ccccc2)c1. Product: COc1cnc2[nH]c(C)cc2c1. Reaction SMILES: [CH2:1]([Li:2])[CH2:3][CH2:4][CH3:5].[CH2:75]1[O:76][CH2:77][CH2:78][CH2:79]1.[CH3:26][I:27].[Cl-:73].[NH4+:74].[Na+:72].[OH-:71].[OH2:80].[c:28]1([S:29](=[O:30])(=[O:31])[n:37]2[c:38]([CH3:48])[cH:39][c:40]3[cH:41][c:42]([O:46][CH3:47])[cH:43][n:44][c:45]23)[cH:32][cH:33][cH:34][cH:35][cH:36]1.[c:49]1([CH3:50])[cH:51][cH:52][cH:53][cH:54][c:55]1[S:56]([n:57]1[c:58]2[c:59]([cH:60][c:61]([O:62][CH3:63])[cH:64][n:65]2)[cH:66][c:67]1[CH3:68])(=[O:69])=[O:70].[c:6]1([S:7]([n:8]2[c:9]3[c:10]([cH:11][c:12]([O:13][CH3:14])[cH:15][n:16]3)[cH:17][cH:18]2)(=[O:19])=[O:20])[cH:21][cH:22][cH:23][cH:24][cH:25]1>>[nH:37]1[c:38]([CH3:48])[cH:39][c:40]2[cH:41][c:42]([O:46][CH3:47])[cH:43][n:44][c:45]12. Reactants: COC1=CC=C(C=C1)C1=NN2C(N=C(C=C2)C(=O)O)=C1 (2-(4-methoxyphenyl)pyrazolo[1,5-a]pyrimidine-5-carboxylic acid), C(CC(C)C)NCCC(C)C (diisopentylamine), O.OC1=CC=CC=2NN=NC21 (hydroxybenzotriazole monohydrate), Cl.C(C)N=C=NCCCN(C)C (1-ethyl-3-(3-dimethylaminopropyl) carbodiimide hydrochloride), Cl.C(C)N=C=NCCCN(C)C (1-ethyl-3-(3-dimethylaminopropyl) carbodiimide hydrochloride). The solvent is CN(C)C=O (DMF), C(Cl)Cl (methylene chloride), CO (methanol), O (Water), C(Cl)Cl (methylene chloride), [Cl-].[NH4+] (ammonium chloride). Conditions: time 10 minute. The product is C(CC(C)C)N(C(=O)C1=NC=2N(C=C1)N=C(C2)C2=CC=C(C=C2)OC)CCC(C)C (N,N-Diisopentyl-2-(4-methoxyphenyl)pyrazolo[1,5-a]pyrimidine-5-carboxamide). Isolated yield 89.0%. As a reaction SMILES: [CH3:1][O:2][C:3]1[CH:8]=[CH:7][C:6]([C:9]2[CH:20]=[C:12]3[N:13]=[C:14]([C:17]([OH:19])=O)[CH:15]=[CH:16][N:11]3[N:10]=2)=[CH:5][CH:4]=1.[CH2:21]([NH:26][CH2:27][CH2:28][CH:29]([CH3:31])[CH3:30])[CH2:22][CH:23]([CH3:25])[CH3:24].O.OC1C2N=NNC=2C=CC=1.Cl.C(N=C=NCCCN(C)C)C>CN(C=O)C.C(Cl)Cl.[Cl-].[NH4+].O.CO>[CH2:27]([N:26]([CH2:21][CH2:22][CH:23]([CH3:25])[CH3:24])[C:17]([C:14]1[CH:15]=[CH:16][N:11]2[N:10]=[C:9]([C:6]3[CH:5]=[CH:4][C:3]([O:2][CH3:1])=[CH:8][CH:7]=3)[CH:20]=[C:12]2[N:13]=1)=[O:19])[CH2:28][CH:29]([CH3:30])[CH3:31] |f:2.3,4.5,8.9|. Procedure details: To a solution of 2-(4-methoxyphenyl)pyrazolo[1,5-a]pyrimidine-5-carboxylic acid in DMF (10 mL) and methylene chloride (5 mL) was added diisopentylamine (0.67 mL; 512 mg; 3.3 mmol) and hydroxybenzotriazole monohydrate (499 mg; 3.3 mmol). The mixture was stirred for 10 min. at room temperature and 1-ethyl-3-(3-dimethylaminopropyl) carbodiimide hydrochloride (626 mg; 3.3 mmol) was added. The mixture was stirred overnight at room temperature. An additional amount of 1-ethyl-3-(3-dimethylaminopropyl)...